This data is from the Open Reaction Database (ORD), a public repository of structured organic reaction records. The task is: describe an organic reaction: reactants, conditions, products, and yield Starting materials: CC(C)CN, CC#N, CCOCC, CC1SC(=O)NN=C1c1ccc(Cl)c([N+](=O)[O-])c1. Product: CC(C)CNc1ccc(C2=NNC(=O)SC2C)cc1[N+](=O)[O-]. RXN SMILES: [CH2:22]([CH:23]([CH3:24])[CH3:25])[NH2:26].[CH3:1][C:2]#[N:3].[CH3:27][CH2:28][O:29][CH2:30][CH3:31].[Cl:4][c:5]1[c:6]([N+:19](=[O:20])[O-:21])[cH:7][c:8]([C:11]2=[N:12][NH:13][C:14](=[O:18])[S:15][CH:16]2[CH3:17])[cH:9][cH:10]1>>[c:5]1([NH:26][CH2:22][CH:23]([CH3:24])[CH3:25])[c:6]([N+:19](=[O:20])[O-:21])[cH:7][c:8]([C:11]2=[N:12][NH:13][C:14](=[O:18])[S:15][CH:16]2[CH3:17])[cH:9][cH:10]1. Isolated yield 88.4%. As a reaction SMILES: [C:1]([O:5][C:6]([N:8]1[CH2:13][CH:12]2[CH2:14][CH2:15][CH:9]1[CH2:10][C:11]2=[CH:16][C:17]1[CH:22]=[CH:21][C:20]([Cl:23])=[C:19]([Cl:24])[CH:18]=1)=[O:7])([CH3:4])([CH3:3])[CH3:2].CCO>O=[Pt]=O.CCOC(C)=O>[C:1]([O:5][C:6]([N:8]1[CH2:13][CH:12]2[CH2:14][CH2:15][CH:9]1[CH2:10][CH:11]2[CH2:16][C:17]1[CH:22]=[CH:21][C:20]([Cl:23])=[C:19]([Cl:24])[CH:18]=1)=[O:7])([CH3:4])([CH3:2])[CH3:3]. Starting materials: C(C)(C)(C)OC(=O)N1C2CC(C(C1)CC2)=CC2=CC(=C(C=C2)Cl)Cl (5-(3,4-Dichloro-benzylidene)-2-aza-bicyclo[2.2.2]octane-2-carboxylic acid tert-butyl ester), CCO (EtOH). Yields the product C(C)(C)(C)OC(=O)N1C2CC(C(C1)CC2)CC2=CC(=C(C=C2)Cl)Cl (5-(3,4-dichloro-benzyl)-2-aza-bicyclo[2.2.2]octane-2-carboxylic acid tert-butyl ester). The solvent is CCOC(=O)C (EtOAc). Procedure: 5-(3,4-Dichloro-benzylidene)-2-aza-bicyclo[2.2.2]octane-2-carboxylic acid tert-butyl ester (0.45 g) was stirred under 1 atm of H2 in 20 ml of 1:1 of EtOH:EtOAc in the presence of PtO2 for 20 min. The reaction mixture was filtered through celite and concentrated to give 0.4 g of 5-(3,4-dichloro-benzyl)-2-aza-bicyclo[2.2.2]octane-2-carboxylic acid tert-butyl ester (M+: 369). The reagents and catalysts are O=[Pt]=O (PtO2). Starting materials: CC(=O)O, Cc1ccc(-c2cn(CCC=O)c(=O)[nH]c2=O)c(F)n1, FC(F)(F)c1ccc(C23CNCC2C3)cc1, [Na+], [OH-]. Product: Cc1ccc(-c2cn(CCCN3CC4CC4(c4ccc(C(F)(F)F)cc4)C3)c(=O)[nH]c2=O)c(F)n1. As a reaction SMILES: [C:39]([OH:40])(=[O:41])[CH3:42].[F:1][c:2]1[n:3][c:4]([CH3:20])[cH:5][cH:6][c:7]1-[c:8]1[c:9](=[O:19])[nH:10][c:11](=[O:18])[n:12]([CH2:14][CH2:15][CH:16]=[O:17])[cH:13]1.[F:21][C:22]([c:23]1[cH:24][cH:25][c:26]([C:29]23[CH2:30][NH:31][CH2:32][CH:33]2[CH2:34]3)[cH:27][cH:28]1)([F:35])[F:36].[Na+:38].[OH-:37]>>[F:1][c:2]1[n:3][c:4]([CH3:20])[cH:5][cH:6][c:7]1-[c:8]1[c:9](=[O:19])[nH:10][c:11](=[O:18])[n:12]([CH2:14][CH2:15][CH2:16][N:31]2[CH2:30][C:29]3([c:26]4[cH:25][cH:24][c:23]([C:22]([F:21])([F:35])[F:36])[cH:28][cH:27]4)[CH:33]([CH2:32]2)[CH2:34]3)[cH:13]1. The reactants are BrC=1C=C(C(N(C1)C)=O)NC1=CC=C(C=N1)N1CCN(CC1)C(=O)OC(C)(C)C (tert-Butyl 4-(6-(5-bromo-1-methyl-2-oxo-1,2-dihydropyridin-3-ylamino)pyridine-3-yl)piperazine-1-carboxylate), NC1=CC=C(C=N1)N1C[C@H](N(C[C@@H]1C)C(=O)OC(C)(C)C)C ((2R,5S)-tert-Butyl 4-(6-Aminopyridin-3-yl)-2,5-dimethylpiperazine-1-carboxylate), BrC=1C(N(C=C(C1)Br)C)=O (3,5-dibromo-1-methylpyridin-2(1H)-one). The product is BrC=1C=C(C(N(C1)C)=O)NC1=CC=C(C=N1)N1C[C@H](N(C[C@@H]1C)C(=O)OC(C)(C)C)C ((2R,5S)-tert Butyl 4-(6-(5-Bromo-1-methyl-2-oxo-1,2-dihydropyridin-3-ylamino)pyridin-3-yl)-2,5-dimethylpiperazine-1-carboxylate). Isolated yield 79.0%. As a reaction SMILES: [Br:1][C:2]1[CH:3]=[C:4](NC2N=CC(N3CCN(C(OC(C)(C)C)=O)CC3)=CC=2)[C:5](=[O:9])[N:6]([CH3:8])[CH:7]=1.[NH2:30][C:31]1[N:36]=[CH:35][C:34]([N:37]2[C@@H:42]([CH3:43])[CH2:41][N:40]([C:44]([O:46][C:47]([CH3:50])([CH3:49])[CH3:48])=[O:45])[C@H:39]([CH3:51])[CH2:38]2)=[CH:33][CH:32]=1.BrC1C(=O)N(C)C=C(Br)C=1>>[Br:1][C:2]1[CH:3]=[C:4]([NH:30][C:31]2[N:36]=[CH:35][C:34]([N:37]3[C@@H:42]([CH3:43])[CH2:41][N:40]([C:44]([O:46][C:47]([CH3:49])([CH3:48])[CH3:50])=[O:45])[C@H:39]([CH3:51])[CH2:38]3)=[CH:33][CH:32]=2)[C:5](=[O:9])[N:6]([CH3:8])[CH:7]=1. Procedure: Following the procedures as described for compound 101i, reaction of 122b (766 mg, 2.50 mmol) and 3,5-dibromo-1-methylpyridin-2(1H)-one (668 mg, 2.50 mmol) afforded 122c as a yellow solid (978 mg, 79%). LCMS: [M+H]+ 492 The reactants are COC=1C=CC=C2CCC(C12)NC1=NC=2C=CC=C(C2C=C1)N (N2-(7-methoxy-indan-1-yl)-quinoline-2,5-diamine), CN(S(=O)(=O)Cl)C (dimethyl sulfamoyl chloride). Yields the product COC=1C=CC=C2CCC(C12)NC1=NC2=CC=CC(=C2C=C1)NS(=O)(=O)N(C)C (rac-N′-{2-[(7-methoxy-indan-1-yl)amino]quinolin-5-yl}-N,N-dimethylsulfamide). As a reaction SMILES: [CH3:1][O:2][C:3]1[CH:4]=[CH:5][CH:6]=[C:7]2[C:11]=1[CH:10]([NH:12][C:13]1[CH:22]=[CH:21][C:20]3[C:19]([NH2:23])=[CH:18][CH:17]=[CH:16][C:15]=3[N:14]=1)[CH2:9][CH2:8]2.[CH3:24][N:25]([CH3:30])[S:26](Cl)(=[O:28])=[O:27]>>[CH3:1][O:2][C:3]1[CH:4]=[CH:5][CH:6]=[C:7]2[C:11]=1[CH:10]([NH:12][C:13]1[CH:22]=[CH:21][C:20]3[C:15](=[CH:16][CH:17]=[CH:18][C:19]=3[NH:23][S:26]([N:25]([CH3:30])[CH3:24])(=[O:28])=[O:27])[N:14]=1)[CH2:9][CH2:8]2. Procedure details: The title compound, MS: m/e=413.4 (M+H+), was prepared in accordance with the general method of example 17 from N2-(7-methoxy-indan-1-yl)-quinoline-2,5-diamine and dimethyl sulfamoyl chloride. Procedure: 17.50 g (0.135 mol) of 4-methylheptan-2-ol (3) was treated with PBr3 (13.48 g, 0.050 mol) as described above in the manufacture of 2-bromopentane (2). The product was purified by distillation at 165°-185° C. to yield 2-bromo-4methylheptane (4). The product is BrC(C)CC(CCC)C (2 -bromo-4-methylheptane). The reactants are CC(CC(C)O)CCC (4-methylheptan-2-ol), P(Br)(Br)Br (PBr3), BrC(C)CCC (2-bromopentane). RXN SMILES: [CH3:1][CH:2]([CH2:7][CH2:8][CH3:9])[CH2:3][CH:4](O)[CH3:5].P(Br)(Br)[Br:11].BrC(CCC)C>>[Br:11][CH:4]([CH2:3][CH:2]([CH3:1])[CH2:7][CH2:8][CH3:9])[CH3:5]. Reactants: CC(C)(CCC(C#N)(c1ccccc1)c1ccccc1)N1CCC(OCc2cccc(Br)c2)C1, OB(O)c1ccccc1O. Product: CC(C)(CCC(C#N)(c1ccccc1)c1ccccc1)N1CCC(OCc2cccc(-c3ccccc3O)c2)C1. Reaction SMILES: [Br:1][c:2]1[cH:3][c:4]([CH2:5][O:6][CH:7]2[CH2:8][N:9]([C:12]([CH2:13][CH2:14][C:15]([C:16]#[N:17])([c:18]3[cH:19][cH:20][cH:21][cH:22][cH:23]3)[c:24]3[cH:25][cH:26][cH:27][cH:28][cH:29]3)([CH3:30])[CH3:31])[CH2:10][CH2:11]2)[cH:32][cH:33][cH:34]1.[OH:35][c:36]1[c:37]([B:42]([OH:43])[OH:44])[cH:38][cH:39][cH:40][cH:41]1>>[c:2]1(-[c:37]2[c:36]([OH:35])[cH:41][cH:40][cH:39][cH:38]2)[cH:3][c:4]([CH2:5][O:6][CH:7]2[CH2:8][N:9]([C:12]([CH2:13][CH2:14][C:15]([C:16]#[N:17])([c:18]3[cH:19][cH:20][cH:21][cH:22][cH:23]3)[c:24]3[cH:25][cH:26][cH:27][cH:28][cH:29]3)([CH3:30])[CH3:31])[CH2:10][CH2:11]2)[cH:32][cH:33][cH:34]1. Reactants: 17, NC1=C(C(=O)OCC)C=CC=C1N (ethyl 2,3-diaminobenzoate), Cl.C(C)(OCC)=N (ethyl ethanimidate hydrochloride). Solvent: C(C)O (ethanol). Run at time 19 hour. Yields the product 19, CC1=NC2=C(N1)C=CC=C2C(=O)OCC (ehtyl 2-methyl-1H-benzimidazole-4-carboxylate). The yield is 98.6%. RXN SMILES: [NH2:1][C:2]1[C:12]([NH2:13])=[CH:11][CH:10]=[CH:9][C:3]=1[C:4]([O:6][CH2:7][CH3:8])=[O:5].Cl.[C:15](=N)(OCC)[CH3:16]>C(O)C>[CH3:15][C:16]1[NH:13][C:12]2[CH:11]=[CH:10][CH:9]=[C:3]([C:4]([O:6][CH2:7][CH3:8])=[O:5])[C:2]=2[N:1]=1 |f:1.2|. Procedure: (a-1) A mixture of 17 parts of ethyl 2,3-diaminobenzoate, 14 parts of ethyl ethanimidate hydrochloride and 240 parts of ethanol was stirred for 19 hours at reflux temperature. After evaporation, the residue was taken up in a potassium carbonate solution 10% and the product was extracted with trichloromethane. The extract was dried, filtered and evaporated, yielding 19 parts (98.6%) of ehtyl 2-methyl-1H-benzimidazole-4-carboxylate as a residue (int. 65). The reactants are CNC(=O)N (N-methyl urea), C1=CC=CC=2CC(=CN3C(C21)=CC=2C=CC(=CC23)C(=O)O)C(=O)O (5H-indolo[2,1-a][2]benzazepine-6,10-dicarboxylic acid), 10-methyl ester, NCC=1OC=CN1 (2-aminomethyloxazole), ( H ), ( H ), C(=O)(C(F)(F)F)O (TFA), Solvent B, C(=O)(C(F)(F)F)O (TFA). Run in CO.C(Cl)Cl (MeOH CH2Cl2). The product is C1=CC=CC=2CC=CN3C(C21)=CC=2C=CC(=CC23)C(=O)O (5H-indolo[2,1-a][2]benzazepine-10-carboxylic acid). As a reaction SMILES: [CH:1]1[C:11]2[C:10]3=[CH:12][C:13]4[CH:14]=[CH:15][C:16]([C:19]([OH:21])=[O:20])=[CH:17][C:18]=4[N:9]3[CH:8]=[C:7](C(O)=O)[CH2:6][C:5]=2[CH:4]=[CH:3][CH:2]=1.NCC1OC=CN=1.CNC(N)=O.C(O)(C(F)(F)F)=O>CO.C(Cl)Cl>[CH:1]1[C:11]2[C:10]3=[CH:12][C:13]4[CH:14]=[CH:15][C:16]([C:19]([OH:21])=[O:20])=[CH:17][C:18]=4[N:9]3[CH:8]=[CH:7][CH2:6][C:5]=2[CH:4]=[CH:3][CH:2]=1 |f:4.5|. Reported procedure: (5H-indolo[2,1-a][2]benzazepine-10-carboxylic acid, 13-cyclohexyl-6,7-dihydro-3-methoxy-6-[[(2-oxazolylmethyl)amino]carbonyl]-, methyl ester) was prepared from 5H-indolo[2,1-a][2]benzazepine-6,10-dicarboxylic acid, 13-cyclohexyl-6,7-dihydro-3-methoxy-, 10-methyl ester and 2-aminomethyloxazole in a similar manner as described; Analytical thin layer chromatography (5% MeOH/CH2Cl2) Rf=0.40; Analytical HPLC method: Solvent A=10% MeO{tilde over (H)}90% H2Õ0.1% TFA, Solvent B=90% MeO{tilde over (H)}10... Yields the product OC1=C(C=C(C#N)C=C1)[N+](=O)[O-] (4-hydroxy-3-nitrobenzonitrile). Isolated yield 79.1%. Reported procedure: A mixture of nitric acid (1.16 g, 12 mmol) and glacial acetic acid (1 mL) was heated to 40° C. To this mixture was added rapidly a solution of 4-hydroxybenzonitrile (1 g, 8.4 mmol) in glacial acetic acid (4 mL) until the flask temperature rose to 50° C. Then the solution was added at a rate such that the temperature was maintained at 50-60° C. When addition was complete the mixture was stirred for another 20 min at 55° C., and then poured into ice-water (24 mL). The mixture was filtered and the ... Run in C(C)(=O)O (acetic acid), C(C)(=O)O (acetic acid). Reaction SMILES: [N+:1]([O-:4])(O)=[O:2].[OH:5][C:6]1[CH:13]=[CH:12][C:9]([C:10]#[N:11])=[CH:8][CH:7]=1>C(O)(=O)C>[OH:5][C:6]1[CH:13]=[CH:12][C:9]([C:10]#[N:11])=[CH:8][C:7]=1[N+:1]([O-:4])=[O:2]. Reaction conditions: temperature 40 celsius, time 20 minute. Reactants: [N+](=O)(O)[O-] (nitric acid), OC1=CC=C(C#N)C=C1 (4-hydroxybenzonitrile), ice water.